This data is from the Open Reaction Database (ORD), a public repository of structured organic reaction records. The task is: describe an organic reaction: reactants, conditions, products, and yield The reactants are O=C(Cl)OCC1c2ccccc2-c2ccccc21, CO, CCN(C(C)C)C(C)C, ClCCl, NC1(C(=O)O)CCCCC1, [Na+], C1COCCO1, [OH-]. Product: NC1(C(=O)O)CCCCC1C(=O)OCC1c2ccccc2-c2ccccc21. RXN SMILES: [C:11](=[O:12])([O:13][CH2:14][CH:15]1[c:16]2[cH:17][cH:18][cH:19][cH:20][c:21]2-[c:22]2[cH:23][cH:24][cH:25][cH:26][c:27]21)[Cl:28].[CH3:49][OH:50].[CH:29]([N:30]([CH:31]([CH3:32])[CH3:33])[CH2:34][CH3:35])([CH3:36])[CH3:37].[Cl:46][CH2:47][Cl:48].[NH2:1][C:2]1([C:8](=[O:9])[OH:10])[CH2:3][CH2:4][CH2:5][CH2:6][CH2:7]1.[Na+:39].[O:40]1[CH2:41][CH2:42][O:43][CH2:44][CH2:45]1.[OH-:38]>>[NH2:1][C:2]1([C:8](=[O:9])[OH:10])[CH:3]([C:11](=[O:12])[O:13][CH2:14][CH:15]2[c:16]3[cH:17][cH:18][cH:19][cH:20][c:21]3-[c:22]3[cH:23][cH:24][cH:25][cH:26][c:27]32)[CH2:4][CH2:5][CH2:6][CH2:7]1.